This data is from the Open Reaction Database (ORD), a public repository of structured organic reaction records. The task is: describe an organic reaction: reactants, conditions, products, and yield The reactants are C(C1=CC=CC=C1)OC(=O)N[C@@H](CC1=CC=CC2=CC=CC=C12)C(=O)N[C@@H](CC1=CNC=N1)C(=O)NN (N-benzyloxycarbonyl-3-(1-naphthyl)-L-alanyl-L-histidine hydrazide), C(C)(C)(C)OC(=O)N[C@H]([C@H](CC(=O)OCC1=CC=CC=C1)O)CC(C)C (benzyl 4(S)-t-butoxycarbonylamino-3(S)-hydroxy-6-methylheptanoate). Yields the product C(C1=CC=CC=C1)OC(=O)N[C@@H](CC1=CC=CC2=CC=CC=C12)C(=O)N[C@@H](CC1=CNC=N1)C(=O)N[C@H]([C@H](CC(=O)OCC1=CC=CC=C1)O)CC(C)C (Benzyl 4(S)-[N-benzyloxycarbonyl-3-(1-naphthyl)-L-alanyl-L-histidyl]amino-3(S)-hydroxy-6-methylheptanoate). Isolated yield 26.8%. Reaction SMILES: [CH2:1]([O:8][C:9]([NH:11][C@H:12]([C:24]([NH:26][C@H:27]([C:34]([NH:36]N)=[O:35])[CH2:28][C:29]1[N:33]=[CH:32][NH:31][CH:30]=1)=[O:25])[CH2:13][C:14]1[C:23]2[C:18](=[CH:19][CH:20]=[CH:21][CH:22]=2)[CH:17]=[CH:16][CH:15]=1)=[O:10])[C:2]1[CH:7]=[CH:6][CH:5]=[CH:4][CH:3]=1.C(OC(N[C@@H:46]([CH2:60][CH:61]([CH3:63])[CH3:62])[C@@H:47]([OH:59])[CH2:48][C:49]([O:51][CH2:52][C:53]1[CH:58]=[CH:57][CH:56]=[CH:55][CH:54]=1)=[O:50])=O)(C)(C)C>>[CH2:1]([O:8][C:9]([NH:11][C@H:12]([C:24]([NH:26][C@H:27]([C:34]([NH:36][C@@H:46]([CH2:60][CH:61]([CH3:63])[CH3:62])[C@@H:47]([OH:59])[CH2:48][C:49]([O:51][CH2:52][C:53]1[CH:58]=[CH:57][CH:56]=[CH:55][CH:54]=1)=[O:50])=[O:35])[CH2:28][C:29]1[N:33]=[CH:32][NH:31][CH:30]=1)=[O:25])[CH2:13][C:14]1[C:23]2[C:18](=[CH:19][CH:20]=[CH:21][CH:22]=2)[CH:17]=[CH:16][CH:15]=1)=[O:10])[C:2]1[CH:7]=[CH:6][CH:5]=[CH:4][CH:3]=1. Procedure: The procedure described in Example 1(c) was repeated, but using 300 mg (0.6 mmole) of N-benzyloxycarbonyl-3-(1-naphthyl)-L-alanyl-L-histidine hydrazide and 180 mg of benzyl 4(S)-t-butoxycarbonylamino-3(S)-hydroxy-6-methylheptanoate. The resulting syrup was purified by silica gel column chromatography eluted with mixtures of chloroform and methanol ranging from 20:1 to 5:1. The solvent was removed by distillation under reduced pressure from the active fractions, and diethyl ether was added to the... The reactants are COc1ccc(Cl)cc1C(=O)N=c1sc(C(C)(C)C)nn1CCCC#N, COc1ccc(P2(=S)SP(=S)(c3ccc(OC)cc3)S2)cc1, Cc1ccccc1, CCOC(C)=O. The product is COc1ccc(Cl)cc1C(=S)N=c1sc(C(C)(C)C)nn1CCCC#N. As a reaction SMILES: [C:1]([CH3:2])([CH3:3])([CH3:4])[c:5]1[n:6][n:7]([CH2:22][CH2:23][CH2:24][C:25]#[N:26])[c:8](=[N:10][C:11]([c:12]2[c:13]([O:19][CH3:20])[cH:14][cH:15][c:16]([Cl:18])[cH:17]2)=[O:21])[s:9]1.[CH3:27][O:28][c:29]1[cH:30][cH:31][c:32]([P:33]2(=[S:36])[S:34][P:35]([c:37]3[cH:38][cH:39][c:40]([O:41][CH3:42])[cH:43][cH:44]3)(=[S:45])[S:46]2)[cH:47][cH:48]1.[CH3:49][c:50]1[cH:51][cH:52][cH:53][cH:54][cH:55]1.[CH3:56][CH2:57][O:58][C:59]([CH3:60])=[O:61]>>[C:1]([CH3:2])([CH3:3])([CH3:4])[c:5]1[n:6][n:7]([CH2:22][CH2:23][CH2:24][C:25]#[N:26])[c:8](=[N:10][C:11]([c:12]2[c:13]([O:19][CH3:20])[cH:14][cH:15][c:16]([Cl:18])[cH:17]2)=[S:36])[s:9]1. Starting materials: [Al+3], C1CCOC1, CCCCOC(=O)CCc1cc(=O)n(Cc2ccc(OC)cc2)[nH]c1=O, Cl, [H-], [H-], [H-], [H-], [Li+]. Product: COc1ccc(Cn2[nH]c(=O)c(CCCO)cc2=O)cc1. Reaction SMILES: [Al+3:28].[CH2:34]1[O:35][CH2:36][CH2:37][CH2:38]1.[CH3:1][O:2][c:3]1[cH:4][cH:5][c:6]([CH2:9][n:10]2[nH:11][c:12](=[O:26])[c:13]([CH2:17][CH2:18][C:19](=[O:20])[O:21][CH2:22][CH2:23][CH2:24][CH3:25])[cH:14][c:15]2=[O:16])[cH:7][cH:8]1.[ClH:33].[H-:27].[H-:30].[H-:31].[H-:32].[Li+:29]>>[CH3:1][O:2][c:3]1[cH:4][cH:5][c:6]([CH2:9][n:10]2[nH:11][c:12](=[O:26])[c:13]([CH2:17][CH2:18][CH2:19][OH:20])[cH:14][c:15]2=[O:16])[cH:7][cH:8]1. The reactants are CN1CCNCC1, CC(C)OC(C)C, O=C(NC1N=C(c2ccccc2)c2ccccc2N(CCOCCCl)C1=O)c1cc2ccccc2[nH]1. Yields the product CN1CCN(CCOCCN2C(=O)C(NC(=O)c3cc4ccccc4[nH]3)N=C(c3ccccc3)c3ccccc32)CC1. Reaction SMILES: [CH3:37][N:38]1[CH2:39][CH2:40][NH:41][CH2:42][CH2:43]1.[CH:44]([O:45][CH:46]([CH3:47])[CH3:48])([CH3:49])[CH3:50].[Cl:1][CH2:2][CH2:3][O:4][CH2:5][CH2:6][N:7]1[C:8](=[O:36])[CH:9]([NH:24][C:25](=[O:26])[c:27]2[nH:28][c:29]3[cH:30][cH:31][cH:32][cH:33][c:34]3[cH:35]2)[N:10]=[C:11]([c:18]2[cH:19][cH:20][cH:21][cH:22][cH:23]2)[c:12]2[c:13]1[cH:14][cH:15][cH:16][cH:17]2>>[CH2:2]([CH2:3][O:4][CH2:5][CH2:6][N:7]1[C:8](=[O:36])[CH:9]([NH:24][C:25](=[O:26])[c:27]2[nH:28][c:29]3[cH:30][cH:31][cH:32][cH:33][c:34]3[cH:35]2)[N:10]=[C:11]([c:18]2[cH:19][cH:20][cH:21][cH:22][cH:23]2)[c:12]2[c:13]1[cH:14][cH:15][cH:16][cH:17]2)[N:41]1[CH2:40][CH2:39][N:38]([CH3:37])[CH2:43][CH2:42]1. Starting materials: O[C@H]1C[C@H](CCC1)OCC1=C(C(=O)[O-])C(=CC=C1)C (2-((1S,3R)-3-hydroxycyclohexyloxymethyl)-6-methylbenzoate), C(C)(=O)[O-] (acetate). The product is O[C@@H]1C[C@@H](CCC1)OCC1=C(C(=O)OC)C(=CC=C1)C (Methyl 2-((1R,3S)-3-hydroxycyclohexyloxymethyl)-6-methylbenzoate). Reaction SMILES: [OH:1][C@@H:2]1[CH2:7][CH2:6][CH2:5][C@H:4]([O:8][CH2:9][C:10]2[CH:18]=[CH:17][CH:16]=[C:15]([CH3:19])[C:11]=2[C:12]([O-:14])=[O:13])[CH2:3]1.[C:20]([O-])(=O)C>>[OH:1][C@H:2]1[CH2:7][CH2:6][CH2:5][C@@H:4]([O:8][CH2:9][C:10]2[CH:18]=[CH:17][CH:16]=[C:15]([CH3:19])[C:11]=2[C:12]([O:14][CH3:20])=[O:13])[CH2:3]1. Reported procedure: The enantiomer 2-((1S,3R)-3-hydroxycyclohexyloxymethyl)-6-methylbenzoate is generated from the acetate obtained in the chromatography forerun after saponification and re-methylation, and is used to prepare the corresponding enantiomeric example structures. Starting materials: CO, COC(=O)C1CC(OCC(F)F)CN1C(=O)OCc1ccccc1. The product is COC(=O)C1CC(OCC(F)F)CN1. As a reaction SMILES: [CH3:25][OH:26].[F:1][CH:2]([CH2:3][O:4][CH:5]1[CH2:6][CH:7]([C:20](=[O:21])[O:22][CH3:23])[N:8]([C:10]([O:11][CH2:12][c:13]2[cH:14][cH:15][cH:16][cH:17][cH:18]2)=[O:19])[CH2:9]1)[F:24]>>[F:1][CH:2]([CH2:3][O:4][CH:5]1[CH2:6][CH:7]([C:20](=[O:21])[O:22][CH3:23])[NH:8][CH2:9]1)[F:24]. Starting materials: Cl, CCOC(=O)C1CCNC2(CCCC2)C1=O, O. Yields the product O=C1CCCNC12CCCC2. RXN SMILES: [ClH:17].[O:1]=[C:2]1[CH:3]([C:12]([O:13][CH2:14][CH3:15])=[O:16])[CH2:4][CH2:5][NH:6][C:7]12[CH2:8][CH2:9][CH2:10][CH2:11]2.[OH2:18]>>[O:1]=[C:2]1[CH2:3][CH2:4][CH2:5][NH:6][C:7]12[CH2:8][CH2:9][CH2:10][CH2:11]2.